This data is from the Open Reaction Database (ORD), a public repository of structured organic reaction records. The task is: describe an organic reaction: reactants, conditions, products, and yield Starting materials: O=C(CCC#N)CC(C)=O (3,5-dioxohexylcyanide), [N-]=[N+]=[N-].[Li+] (lithium azide), O (water), C(Cl)(Cl)Cl.CO (chloroform methanol). The reagents and catalysts are S(O)(O)(=O)=O (sulfuric acid). The solvent is C(Cl)Cl (methylene chloride), CN(C=O)C (dimethylformamide), C(C)(=O)O.CO (acetic acid methanol). The product is O=C(CCC1=NN=NN1)CC(C)=O (5-(3,5-Dioxohexyl) Tetrazole). Reaction SMILES: [O:1]=[C:2]([CH2:7][C:8](=[O:10])[CH3:9])[CH2:3][CH2:4][C:5]#[N:6].[N-:11]=[N+:12]=[N-:13].[Li+].C(Cl)(Cl)Cl.CO.O>S(=O)(=O)(O)O.CN(C)C=O.C(O)(=O)C.CO.C(Cl)Cl>[O:1]=[C:2]([CH2:7][C:8](=[O:10])[CH3:9])[CH2:3][CH2:4][C:5]1[NH:13][N:12]=[N:11][N:6]=1 |f:1.2,3.4,8.9|. Procedure: A mixture of the 3,5-dioxohexylcyanide (2.78 gm; 20 mmole), lithium azide (1.08 gm; 22 mmole) and sulfuric acid (one drop) in 10 ml dry dimethylformamide is heated to 100-120 degrees. Progress of the reaction may be checked by TLC (silica gel; chloroform:methanol 97:3). When no starting material remaines, the reaction is cooled and 20 ml of water added. The reaction is taken to dryness under reduced pressure and the residue fractionated by silica gel flash column chromatography using methylene c... Reactants: C1CCCCC1, CCCCCCCCCCCCCCC(=O)O, O=S(Cl)Cl. The product is CCCCCCCCCCCCCCC(=O)Cl. As a reaction SMILES: [CH2:22]1[CH2:23][CH2:24][CH2:25][CH2:26][CH2:27]1.[CH3:1][CH2:2][CH2:3][CH2:4][CH2:5][CH2:6][CH2:7][CH2:8][CH2:9][CH2:10][CH2:11][CH2:12][CH2:13][CH2:14][C:15]([OH:16])=[O:17].[S:18]([Cl:19])([Cl:20])=[O:21]>>[CH3:1][CH2:2][CH2:3][CH2:4][CH2:5][CH2:6][CH2:7][CH2:8][CH2:9][CH2:10][CH2:11][CH2:12][CH2:13][CH2:14][C:15](=[O:17])[Cl:20]. Yield: 30.8%. The product is CC1=CC=C(C=C1)C1=C(C=CC=C1)C=1SC=CN1 (4-Methyl-2'-(thiazol-2-yl)-1,1'-biphenyl). Run at temperature 150 celsius. Reported procedure: A solution of 1.18 g (4.92 mmol) of 1-bromo-2-(thiazol-2-yl)benzene and 1.67 g (6.55 mmol) of 4-metylphenyltrimethylstannane in 20 mL of dimethylformamide was treated with 621 mg of bis(triphenylphosphine)palladium(II) chloride. The reaction mixture was heated at 150° C. for 6 hours, cooled and poured into 300 mL of water. The resultant mixture was extracted with ether (3×100 mL). The combined ether extracts were washed with water (4×), dried over magnesium sulfate and evaporated under vacuum. T... The reagents and catalysts are Cl[Pd]([P](C1=CC=CC=C1)(C2=CC=CC=C2)C3=CC=CC=C3)([P](C4=CC=CC=C4)(C5=CC=CC=C5)C6=CC=CC=C6)Cl (bis(triphenylphosphine)palladium(II) chloride). RXN SMILES: Br[C:2]1[CH:7]=[CH:6][CH:5]=[CH:4][C:3]=1[C:8]1[S:9][CH:10]=[CH:11][N:12]=1.[CH3:13][C:14]1[CH:19]=[CH:18][C:17]([Sn](C)(C)C)=[CH:16][CH:15]=1.O>CN(C)C=O.Cl[Pd](Cl)([P](C1C=CC=CC=1)(C1C=CC=CC=1)C1C=CC=CC=1)[P](C1C=CC=CC=1)(C1C=CC=CC=1)C1C=CC=CC=1>[CH3:13][C:14]1[CH:19]=[CH:18][C:17]([C:2]2[CH:7]=[CH:6][CH:5]=[CH:4][C:3]=2[C:8]2[S:9][CH:10]=[CH:11][N:12]=2)=[CH:16][CH:15]=1 |^1:32,51|. The solvent is CN(C=O)C (dimethylformamide). The reactants are BrC1=C(C=CC=C1)C=1SC=CN1 (1-bromo-2-(thiazol-2-yl)benzene), CC1=CC=C(C=C1)[Sn](C)(C)C (4-metylphenyltrimethylstannane), O (water).